From a dataset of the Open Reaction Database (ORD), a public repository of structured organic reaction records. describe an organic reaction: reactants, conditions, products, and yield The reactants are CCOC(=O)C=COC(=O)c1ccc(NCCCCCCCCCCCCCCCCBr)cc1, [H][H], C1CCOC1. Product: CCOC(=O)CCOC(=O)c1ccc(NCCCCCCCCCCCCCCCCBr)cc1. Reaction SMILES: [Br:1][CH2:2][CH2:3][CH2:4][CH2:5][CH2:6][CH2:7][CH2:8][CH2:9][CH2:10][CH2:11][CH2:12][CH2:13][CH2:14][CH2:15][CH2:16][CH2:17][NH:18][c:19]1[cH:20][cH:21][c:22]([C:23](=[O:24])[O:25][CH:26]=[CH:27][C:28](=[O:29])[O:30][CH2:31][CH3:32])[cH:33][cH:34]1.[H:35][H:36].[O:37]1[CH2:38][CH2:39][CH2:40][CH2:41]1>>[Br:1][CH2:2][CH2:3][CH2:4][CH2:5][CH2:6][CH2:7][CH2:8][CH2:9][CH2:10][CH2:11][CH2:12][CH2:13][CH2:14][CH2:15][CH2:16][CH2:17][NH:18][c:19]1[cH:20][cH:21][c:22]([C:23](=[O:24])[O:25][CH2:26][CH2:27][C:28](=[O:29])[O:30][CH2:31][CH3:32])[cH:33][cH:34]1. Reactants: C(C)(C)(C)C1=CC=C(C=C1)C#C (4-tert-butylphenyl ethyne), [OH-].[K+] (KOH), C[Si](C)(C)C#CC1=CC(=CC=C1)C(C)(C)C (trimethylsilyl (3-tert-butyl)phenylethyne), C[Si](C)(C)C#CC1=CC(=CC=C1)C(C)(C)C (trimethylsilyl (3-tert-butyl)phenylethyne). The solvent is CO (methanol). Product: C(C)(C)(C)C=1C=C(C=CC1)C#C ((3-tert-butyl)phenylethyne). As a reaction SMILES: C(C1C=CC(C#C)=CC=1)(C)(C)C.C[Si]([C:17]#[C:18][C:19]1[CH:24]=[CH:23][CH:22]=[C:21]([C:25]([CH3:28])([CH3:27])[CH3:26])[CH:20]=1)(C)C.[OH-].[K+]>CO>[C:25]([C:21]1[CH:20]=[C:19]([C:18]#[CH:17])[CH:24]=[CH:23][CH:22]=1)([CH3:28])([CH3:27])[CH3:26] |f:2.3|. Procedure: Using the same general procedure as described for Compound 19), but using instead trimethylsilyl (3-tert-butyl)phenylethyne (Compound 25) and aqueous KOH in methanol, the title compound was synthesized as a colorless oil. PMR (CDCl3): & 1.29 (9H, s), 3.03 (1H, s), 7.22 (1H, t, J~7.5 Hz), 7.30 (1H, dt, J~7.5 Hz, 1.5 Hz), 7.36 (1H, dt, J~7.5 Hz, 1.5 Hz), 7.53 (1H, t, J~1.5 Hz). The reactants are N1CCOCC1 (morpholine), C(=O)(N1C=NC=C1)N1C=NC=C1 (1,1'-carbonyl-diimidazole), resultant mixture, O1C(CCCC1)O[C@@H](C(=O)O)C ((2R)-2-(3,4,5,6-tetrahydro-2H-pyran-2-yloxy)propionic acid). Run in O1CCCC1 (tetrahydrofuran). Reaction conditions: time 10 minute. Product: O1C(CCCC1)O[C@@H](C(=O)N1CCOCC1)C (N-[(2R)-2-(3,4,5,6-tetrahydro-2H-pyran-2-yloxy)propionyl]morpholine). Yield: 57.5%. RXN SMILES: [O:1]1[CH2:6][CH2:5][CH2:4][CH2:3][CH:2]1[O:7][C@H:8]([CH3:12])[C:9]([OH:11])=O.C(N1C=CN=C1)(N1C=CN=C1)=O.[NH:25]1[CH2:30][CH2:29][O:28][CH2:27][CH2:26]1>O1CCCC1>[O:1]1[CH2:6][CH2:5][CH2:4][CH2:3][CH:2]1[O:7][C@H:8]([CH3:12])[C:9]([N:25]1[CH2:30][CH2:29][O:28][CH2:27][CH2:26]1)=[O:11]. Reported procedure: Anhydrous tetrahydrofuran (250 ml) was added to (2R)-2-(3,4,5,6-tetrahydro-2H-pyran-2-yloxy)propionic acid (32 g). To the mixture was added by portions 1,1'-carbonyl-diimidazole (35.8 g), with stirring at room temperature during 10 minutes. The resultant mixture was stirred for 30 minutes at room temperature and, then, cooled with ice, to which was added dropwise morpholine (38.3 g) during 15 mintues, followed by stirring for 15 minutes in an ice-bath. The reaction mixture was concentrated under... Reactants: Cc1ccccc1, O=C(O)c1cnc(O)c(Cl)c1, O=S(Cl)Cl. Product: O=C(Cl)c1cnc(O)c(Cl)c1. As a reaction SMILES: [CH3:12][c:13]1[cH:14][cH:15][cH:16][cH:17][cH:18]1.[Cl:1][c:2]1[c:3]([OH:11])[n:4][cH:5][c:6]([C:7](=[O:8])[OH:9])[cH:10]1.[S:19]([Cl:20])([Cl:21])=[O:22]>>[Cl:1][c:2]1[c:3]([OH:11])[n:4][cH:5][c:6]([C:7](=[O:8])[Cl:21])[cH:10]1. Run at time 19 hour. The solvent is O (water). Product: C(C)SC1=CC(=C(C(=O)OC)C=C1)OCOC (methyl 4-(ethylthio)-2-(methoxymethoxy)benzoate). Procedure: To a solution of methyl 4-fluoro-2-(methoxymethoxy)benzoate (10.6 g, 50 mmol) and DMSO (20 mL), under nitrogen, was added sodium ethanethiolate (5.8 g, 55 mmol) in portions. The exothermic reaction was stirred for 19 h, diluted with water, and extracted with ethyl acetate. The organic layer was concentrated; and the residue was dissolved in ether, filtered through diatomaceus earth, and concentrated to give intermediate methyl 4-(ethylthio)-2-(methoxymethoxy)benzoate. Reaction SMILES: F[C:2]1[CH:11]=[CH:10][C:5]([C:6]([O:8][CH3:9])=[O:7])=[C:4]([O:12][CH2:13][O:14][CH3:15])[CH:3]=1.CS(C)=O.[CH2:20]([S-:22])[CH3:21].[Na+]>O>[CH2:20]([S:22][C:2]1[CH:11]=[CH:10][C:5]([C:6]([O:8][CH3:9])=[O:7])=[C:4]([O:12][CH2:13][O:14][CH3:15])[CH:3]=1)[CH3:21] |f:2.3|. Reactants: FC1=CC(=C(C(=O)OC)C=C1)OCOC (methyl 4-fluoro-2-(methoxymethoxy)benzoate), CS(=O)C (DMSO), C(C)[S-].[Na+] (sodium ethanethiolate). The reactants are CCCC[SnH](CCCC)CCCC, C#CCC(C)(CCCCC)O[Si](C)(C)C, CC(C)(C#N)N=NC(C)(C)C#N. Yields the product CCCCCC(C)(CC=C[Sn](CCCC)(CCCC)CCCC)O[Si](C)(C)C. Reaction SMILES: [CH2:28]([CH2:29][CH2:30][CH3:31])[SnH:32]([CH2:33][CH2:34][CH2:35][CH3:36])[CH2:37][CH2:38][CH2:39][CH3:40].[CH3:1][C:2]([CH2:3][C:4]#[CH:5])([CH2:6][CH2:7][CH2:8][CH2:9][CH3:10])[O:11][Si:12]([CH3:13])([CH3:14])[CH3:15].[N:16]#[C:17][C:18]([N:19]=[N:20][C:21]([C:22]#[N:23])([CH3:24])[CH3:25])([CH3:26])[CH3:27]>>[CH3:1][C:2]([CH2:3][CH:4]=[CH:5][Sn:32]([CH2:28][CH2:29][CH2:30][CH3:31])([CH2:33][CH2:34][CH2:35][CH3:36])[CH2:37][CH2:38][CH2:39][CH3:40])([CH2:6][CH2:7][CH2:8][CH2:9][CH3:10])[O:11][Si:12]([CH3:13])([CH3:14])[CH3:15]. Starting materials: O=Cc1cc(Br)cc2ccoc12, C=C(OCC)[Sn](CCCC)(CCCC)CCCC, Cc1ccccc1, [Pd]. The product is CC(=O)c1cc(C=O)c2occc2c1. Reaction SMILES: [Br:1][c:2]1[cH:3][c:4]([CH:11]=[O:12])[c:5]2[c:6]([cH:7][cH:8][o:9]2)[cH:10]1.[CH2:13]([CH3:14])[O:15][C:16]([Sn:17]([CH2:18][CH2:19][CH2:20][CH3:21])([CH2:22][CH2:23][CH2:24][CH3:25])[CH2:26][CH2:27][CH2:28][CH3:29])=[CH2:30].[CH3:31][c:32]1[cH:33][cH:34][cH:35][cH:36][cH:37]1.[Pd:38]>>[c:2]1([C:13]([CH3:14])=[O:15])[cH:3][c:4]([CH:11]=[O:12])[c:5]2[c:6]([cH:7][cH:8][o:9]2)[cH:10]1. Reactants: CC1=C(C(=NO1)C1=NC=CC=C1)COC=1C=CC(=NC1)C(=O)O (5-(5-methyl-3-pyridin-2-yl-isoxazol-4-ylmethoxy)-pyridine-2-carboxylic acid), Cl.N[C@H]1[C@@H](CCC1)O (trans-2-aminocyclopentanol hydrochloride). Yields the product O[C@@H]1[C@H](CCC1)NC(=O)C1=NC=C(C=C1)OCC=1C(=NOC1C)C1=NC=CC=C1 (5-(5-Methyl-3-pyridin-2-yl-isoxazol-4-ylmethoxy)-pyridine-2-carboxylic acid ((1S,2S)-2-hydroxy-cyclopentyl)-amide). Isolated yield 78.0%. As a reaction SMILES: [CH3:1][C:2]1[O:6][N:5]=[C:4]([C:7]2[CH:12]=[CH:11][CH:10]=[CH:9][N:8]=2)[C:3]=1[CH2:13][O:14][C:15]1[CH:16]=[CH:17][C:18]([C:21]([OH:23])=O)=[N:19][CH:20]=1.Cl.[NH2:25][C@@H:26]1[CH2:30][CH2:29][CH2:28][C@H:27]1[OH:31]>>[OH:31][C@H:27]1[CH2:28][CH2:29][CH2:30][C@@H:26]1[NH:25][C:21]([C:18]1[CH:17]=[CH:16][C:15]([O:14][CH2:13][C:3]2[C:4]([C:7]3[CH:12]=[CH:11][CH:10]=[CH:9][N:8]=3)=[N:5][O:6][C:2]=2[CH3:1])=[CH:20][N:19]=1)=[O:23] |f:1.2|. Procedure: As described for example 7, 5-(5-methyl-3-pyridin-2-yl-isoxazol-4-ylmethoxy)-pyridine-2-carboxylic acid (100 mg, 0.32 mmol) was converted, using trans-2-aminocyclopentanol hydrochloride instead of isopropylamine, to the title compound (100 mg, 78%), which was obtained as a white solid. MS: m/e=395.1 [M+H]+. Reactants: BrB(Br)Br, COc1ccc(N(C)C=C2SC(=S)N(Cc3ccccc3)C2=O)cc1, ClCCl. Yields the product CN(C=C1SC(=S)N(Cc2ccccc2)C1=O)c1ccc(O)cc1. Reaction SMILES: [B:26]([Br:27])([Br:28])[Br:29].[CH2:1]([c:2]1[cH:3][cH:4][cH:5][cH:6][cH:7]1)[N:8]1[C:9](=[S:25])[S:10][C:11](=[CH:14][N:15]([c:16]2[cH:17][cH:18][c:19]([O:22][CH3:23])[cH:20][cH:21]2)[CH3:24])[C:12]1=[O:13].[Cl:30][CH2:31][Cl:32]>>[CH2:1]([c:2]1[cH:3][cH:4][cH:5][cH:6][cH:7]1)[N:8]1[C:9](=[S:25])[S:10][C:11](=[CH:14][N:15]([c:16]2[cH:17][cH:18][c:19]([OH:22])[cH:20][cH:21]2)[CH3:24])[C:12]1=[O:13]. The reactants are CCCCCC, CC(=O)O, CCn1c(Nc2cc(C(F)(F)F)ccc2C(F)(F)F)nc(C(F)(F)F)cc1=O, O=S(=O)(Cl)Cl. Product: CCn1c(Nc2cc(C(F)(F)F)ccc2C(F)(F)F)nc(C(F)(F)F)c(Cl)c1=O. RXN SMILES: [CH3:1][CH2:2][CH2:3][CH2:4][CH2:5][CH3:6].[CH3:40][C:41](=[O:42])[OH:43].[F:12][C:13]([c:14]1[c:15]([NH:24][c:25]2[n:26][c:27]([C:34]([F:35])([F:36])[F:37])[cH:28][c:29](=[O:33])[n:30]2[CH2:31][CH3:32])[cH:16][c:17]([C:20]([F:21])([F:22])[F:23])[cH:18][cH:19]1)([F:38])[F:39].[S:7]([Cl:8])(=[O:9])([Cl:10])=[O:11]>>[Cl:10][c:28]1[c:27]([C:34]([F:35])([F:36])[F:37])[n:26][c:25]([NH:24][c:15]2[c:14]([C:13]([F:12])([F:38])[F:39])[cH:19][cH:18][c:17]([C:20]([F:21])([F:22])[F:23])[cH:16]2)[n:30]([CH2:31][CH3:32])[c:29]1=[O:33].